Dataset: the Open Reaction Database (ORD), a public repository of structured organic reaction records. Task: describe an organic reaction: reactants, conditions, products, and yield Starting materials: COC(C)(C)C, CC[Mg+], C1CCOC1, COc1cc(C#N)ccn1, [Cl-]. Product: CCC(=O)c1ccnc(OC)c1. Reaction SMILES: [C:20]([O:21][CH3:22])([CH3:23])([CH3:24])[CH3:25].[CH2:12]([CH3:13])[Mg+:14].[CH2:15]1[CH2:18][CH2:17][CH2:16][O:19]1.[CH3:1][O:2][c:3]1[cH:4][c:5]([C:6]#[N:7])[cH:8][cH:9][n:10]1.[Cl-:11]>>[CH3:1][O:2][c:3]1[cH:4][c:5]([C:6]([CH2:12][CH3:13])=[O:19])[cH:8][cH:9][n:10]1. Starting materials: O=C(Nc1ccc(Br)cc1)c1ccc(F)cc1, CN1CCC(c2c[nH]c3ccc(B(O)O)cc23)CC1, CO, [Na+], [Na+], O=C([O-])[O-], C1CCOC1, c1ccc(P(c2ccccc2)(c2ccccc2)[Pd](P(c2ccccc2)(c2ccccc2)c2ccccc2)(P(c2ccccc2)(c2ccccc2)c2ccccc2)P(c2ccccc2)(c2ccccc2)c2ccccc2)cc1. Yields the product CN1CCC(c2c[nH]c3ccc(-c4ccc(NC(=O)c5ccc(F)cc5)cc4)cc23)CC1. As a reaction SMILES: [Br:20][c:21]1[cH:22][cH:23][c:24]([NH:27][C:28]([c:29]2[cH:30][cH:31][c:32]([F:35])[cH:33][cH:34]2)=[O:36])[cH:25][cH:26]1.[CH3:1][N:2]1[CH2:3][CH2:4][CH:5]([c:8]2[cH:9][nH:10][c:11]3[cH:12][cH:13][c:14]([B:17]([OH:18])[OH:19])[cH:15][c:16]23)[CH2:6][CH2:7]1.[CH3:43][OH:44].[Na+:37].[Na+:38].[O-:39][C:40](=[O:41])[O-:42].[O:45]1[CH2:46][CH2:47][CH2:48][CH2:49]1.[cH:50]1[cH:51][cH:52][c:53]([P:54]([Pd:55]([P:56]([c:57]2[cH:58][cH:59][cH:60][cH:61][cH:62]2)([c:63]2[cH:64][cH:65][cH:66][cH:67][cH:68]2)[c:69]2[cH:70][cH:71][cH:72][cH:73][cH:74]2)([P:75]([c:76]2[cH:77][cH:78][cH:79][cH:80][cH:81]2)([c:82]2[cH:83][cH:84][cH:85][cH:86][cH:87]2)[c:88]2[cH:89][cH:90][cH:91][cH:92][cH:93]2)[P:94]([c:95]2[cH:96][cH:97][cH:98][cH:99][cH:100]2)([c:101]2[cH:102][cH:103][cH:104][cH:105][cH:106]2)[c:107]2[cH:108][cH:109][cH:110][cH:111][cH:112]2)([c:113]2[cH:114][cH:115][cH:116][cH:117][cH:118]2)[c:119]2[cH:120][cH:121][cH:122][cH:123][cH:124]2)[cH:125][cH:126]1>>[CH3:1][N:2]1[CH2:3][CH2:4][CH:5]([c:8]2[cH:9][nH:10][c:11]3[cH:12][cH:13][c:14](-[c:21]4[cH:22][cH:23][c:24]([NH:27][C:28]([c:29]5[cH:30][cH:31][c:32]([F:35])[cH:33][cH:34]5)=[O:36])[cH:25][cH:26]4)[cH:15][c:16]23)[CH2:6][CH2:7]1. Starting materials: O (water), C1(CC1)C(C(C(=O)C1=C(C=C(C=C1)C(F)(F)F)S(=O)(=O)C)=COCC)=O (3-cyclopropyl-2-ethoxymethylene-1-(2-methylsulphonyl-4-trifluoromethylphenyl)propan-1,3-dione), Cl.C(C)ON (O-ethylhydroxylamine hydrochloride), C(C)(=O)[O-].[Na+] (sodium acetate). The solvent is C(C)O (ethanol). Reaction conditions: temperature 25 celsius, time 1 hour. Yields the product C1(CC1)C(C(C(=O)C1=C(C=C(C=C1)C(F)(F)F)S(=O)(=O)C)C=NOCC)=O (3-cyclopropyl-2-(ethoxyiminomethyl)-1-(2-methylsulphonyl-4-trifluoromethylphenyl)propan-1,3-dione), crystals. Reaction SMILES: [CH:1]1([C:4](=[O:26])[C:5](=[CH:22]OCC)[C:6]([C:8]2[CH:13]=[CH:12][C:11]([C:14]([F:17])([F:16])[F:15])=[CH:10][C:9]=2[S:18]([CH3:21])(=[O:20])=[O:19])=[O:7])[CH2:3][CH2:2]1.Cl.[CH2:28]([O:30][NH2:31])[CH3:29].C([O-])(=O)C.[Na+].O>C(O)C>[CH:1]1([C:4](=[O:26])[CH:5]([CH:22]=[N:31][O:30][CH2:28][CH3:29])[C:6]([C:8]2[CH:13]=[CH:12][C:11]([C:14]([F:16])([F:17])[F:15])=[CH:10][C:9]=2[S:18]([CH3:21])(=[O:19])=[O:20])=[O:7])[CH2:3][CH2:2]1 |f:1.2,3.4|. Reported procedure: A mixture of 3-cyclopropyl-2-ethoxymethylene-1-(2-methylsulphonyl-4-trifluoromethylphenyl)propan-1,3-dione (3.5 g), O-ethylhydroxylamine hydrochloride (0.97 g) and sodium acetate (0.83 g) in ethanol (15 ml) was stirred at 25° C. for 1 hour. The mixture was poured into water and extracted with ethyl acetate. The ethyl acetate solution was dried (anhydrous sodium sulphate) and filtered. The filtrate was evaporated and the residue purified by column chromatography on silica, using a mixture of ethy... Starting materials: O([Na])C (NaOCH3), ClC1=NC(=NC(=C1)OCC1=CC=C(C=C1)OC)C1=CC=CC=C1 (4-Chloro-6-(4-methoxybenzyloxy)-2-phenylpyrimidine). Solvent: CO (MeOH). Conditions: temperature 0 celsius, time 1 hour. Yields the product COC1=NC(=NC(=C1)OCC1=CC=C(C=C1)OC)C1=CC=CC=C1 (4-Methoxy-6-(4-methoxy-benzyloxy)-2-phenyl-pyrimidine). The yield is 63.4%. As a reaction SMILES: [O:1]([CH3:3])[Na].Cl[C:5]1[CH:10]=[C:9]([O:11][CH2:12][C:13]2[CH:18]=[CH:17][C:16]([O:19][CH3:20])=[CH:15][CH:14]=2)[N:8]=[C:7]([C:21]2[CH:26]=[CH:25][CH:24]=[CH:23][CH:22]=2)[N:6]=1>CO>[CH3:3][O:1][C:5]1[CH:10]=[C:9]([O:11][CH2:12][C:13]2[CH:18]=[CH:17][C:16]([O:19][CH3:20])=[CH:15][CH:14]=2)[N:8]=[C:7]([C:21]2[CH:26]=[CH:25][CH:24]=[CH:23][CH:22]=2)[N:6]=1. Reported procedure: NaOCH3 (2.64 g, 0.049 mol) was dissolved in MeOH (180 ml). 4-Chloro-6-(4-methoxybenzyloxy)-2-phenylpyrimidine (3.19 g, 9.78 mmol) was added and the reaction mixture was stirred at 0° C. for 1 h. The mixture was then heated to reflux temperature for 7 h. The solvent was evaporated and the compound was purified by column chromatography (Heptane→Heptane/EtOAc 9/1) to give the title compound, (2 g, 64%), MS (M+H)+323. Starting materials: [N+](=O)([O-])C1=C2C=CC(=NC2=CC=C1)Cl (5-nitro-2-chloroquinoline), FC1=CC=C(C=C1)S(=O)(=O)Cl (4-fluorobenzenesulfonyl chloride), O1CC(C2=C1C=CC=C2)N (rac-2,3-dihydro-benzofuran-3-ylamine). Product: O1CC(C2=C1C=CC=C2)NC2=NC1=CC=CC(=C1C=C2)NS(=O)(=O)C2=CC=C(C=C2)F (rac-N-[2-(2,3-Dihydro-benzofuran-3-ylamino)-quinolin-5-yl]-4-fluoro-benzenesulfonamide). RXN SMILES: [N+:1]([C:4]1[CH:13]=[CH:12][CH:11]=[C:10]2[C:5]=1[CH:6]=[CH:7][C:8](Cl)=[N:9]2)([O-])=O.[F:15][C:16]1[CH:21]=[CH:20][C:19]([S:22](Cl)(=[O:24])=[O:23])=[CH:18][CH:17]=1.[O:26]1[C:30]2[CH:31]=[CH:32][CH:33]=[CH:34][C:29]=2[CH:28]([NH2:35])[CH2:27]1>>[O:26]1[C:30]2[CH:31]=[CH:32][CH:33]=[CH:34][C:29]=2[CH:28]([NH:35][C:8]2[CH:7]=[CH:6][C:5]3[C:10](=[CH:11][CH:12]=[CH:13][C:4]=3[NH:1][S:22]([C:19]3[CH:20]=[CH:21][C:16]([F:15])=[CH:17][CH:18]=3)(=[O:24])=[O:23])[N:9]=2)[CH2:27]1. Procedure: The title compound, MS: m/e=436.1 (M+H+), was prepared in accordance with the general method of example 13 from 5-nitro-2-chloroquinoline, 4-fluorobenzenesulfonyl chloride and rac-2,3-dihydro-benzofuran-3-ylamine (CAS 109926-35-4). Reactants: COC(\C=C\1/C([C@H](C[C@@H](C1)O[Si](C)(C)C(C)(C)C)O[Si](C)(C)C(C)(C)C)=C)=O (Z-(3S,5R)-[3,5-bis-(tert-butyl-dimethyl-silanyloxy)-2-methylene-cyclohexylidene]-acetic acid methyl ester). The solvent is CCCCCC (hexane). The product is COC(/C=C\1/C([C@H](C[C@@H](C1)O[Si](C)(C)C(C)(C)C)O[Si](C)(C)C(C)(C)C)=C)=O (E-(3S,5R)-[3,5-Bis-(tert-butyl-dimethyl-silanyloxy)-2-methylenecyclohexylidene]acetic acid methyl ester). Isolated yield 95.5%. Reaction SMILES: [CH3:1][O:2][C:3](=[O:28])/[CH:4]=[C:5]1\[C:6](=[CH2:27])[C@@H:7]([O:19][Si:20]([C:23]([CH3:26])([CH3:25])[CH3:24])([CH3:22])[CH3:21])[CH2:8][C@H:9]([O:11][Si:12]([C:15]([CH3:18])([CH3:17])[CH3:16])([CH3:14])[CH3:13])[CH2:10]\1>CCCCCC>[CH3:1][O:2][C:3](=[O:28])/[CH:4]=[C:5]1/[C:6](=[CH2:27])[C@@H:7]([O:19][Si:20]([C:23]([CH3:26])([CH3:25])[CH3:24])([CH3:21])[CH3:22])[CH2:8][C@H:9]([O:11][Si:12]([C:15]([CH3:18])([CH3:17])[CH3:16])([CH3:14])[CH3:13])[CH2:10]/1. Procedure: A solution of 4.45 g (0.01043 mole) of Z-(3S,5R)-[3,5-bis-(tert-butyl-dimethyl-silanyloxy)-2-methylene-cyclohexylidene]-acetic acid methyl ester (X) (A. Mourino, et al., Tetrahedron Letters, 38, pgs. 4713-4716 (1997)) in 100 ml hexane was irradiated with a UV-lamp for 3 hours. Evaporation gave 4.25 g (95.5%) of the title compound as colorless oil. NMR (CDCl3): δ0.06 (s, 3H), 0.07 (s, 9H), 0.85 (s, 9H), 0.89 (s, 9H), 1.76 (m, 1H), 1.84 (m, 1H), 2.70 (m, 1H), 3.36 (m, 1H), 3.70 (s, 3H), 4.26 (m, 1... Reactants: BrC=1C=C(C(=NC1)NN)[N+](=O)[O-] (5-bromo-3-nitro-2-hydrazinopyridine), CC(C([O-])([O-])[O-])(C)C (trimethylorthoacetate). Run at temperature 80 celsius. The product is BrC=1C=C(C=2N(C1)C(=NN2)C)[N+](=O)[O-] (6-bromo-3-methyl-8-nitro-[1,2,4]triazolo[4,3-a]pyridine). Reaction SMILES: [Br:1][C:2]1[CH:3]=[C:4]([N+:10]([O-:12])=[O:11])[C:5]([NH:8][NH2:9])=[N:6][CH:7]=1.[CH3:13][C:14](C)(C)C([O-])([O-])[O-]>>[Br:1][C:2]1[CH:3]=[C:4]([N+:10]([O-:12])=[O:11])[C:5]2[N:6]([C:13]([CH3:14])=[N:9][N:8]=2)[CH:7]=1. Procedure: A suspension of 5-bromo-3-nitro-2-hydrazinopyridine (2.0 g, 8.58 mmol) in trimethylorthoacetate (20 mL) was heated at 80° C. for 20 h. After cooling, the solvent was distilled off, the residue was dissolved in ethyl acetate (200 mL), washed with water, brine, dried over sodium sulphate and concentrated to provide the product 6-bromo-3-methyl-8-nitro-[1,2,4]triazolo[4,3-a]pyridine. Starting materials: COCC=1C=C(N)C=CC1C (3-(methoxymethyl)-p-toluidine). Run in C(C)C(=O)CC (diethyl ketone). Reaction conditions: time 15 hour. Product: C(C)C(CC)NC1=CC(=C(C=C1)C)COC (N-(1-ethylpropyl)-3-(methoxymethyl)-p-toluidine). Yield: 119.0%. RXN SMILES: [CH3:1][O:2][CH2:3][C:4]1[CH:5]=[C:6]([CH:8]=[CH:9][C:10]=1[CH3:11])[NH2:7]>C(C(CC)=O)C>[CH2:10]([CH:4]([NH:7][C:6]1[CH:8]=[CH:9][C:10]([CH3:11])=[C:4]([CH2:3][O:2][CH3:1])[CH:5]=1)[CH2:5][CH3:6])[CH3:9]. Procedure details: A mixture of 3-(methoxymethyl)-p-toluidine (9.3 g), 5 angstrom molecular sieves (19 g) and diethyl ketone (40 ml) is stirred at room temperature for 15 hours. The mixture is then filtered. Additional diethyl ketone (10-15 ml) and molecular sieves (10 g) are added to the filtrate. After 40 minutes at 40° to 50° C., the reaction mixture is filtered and then concentrated under vacuum. The crude product (9.0 g) is dissolved in methanol (50 ml) and cooled to 10° C. Sodium borohydrate (3.7 g) and meth... Reactants: CC1NC2CN(CC2C1)C(=O)OCC (ethyl 3-methyl-2,7-diazabicyclo[3.3.0]octane-7-carboxylate). Run in Cl (hydrochloric acid). Yields the product CC1NC2CNCC2C1 (3-Methyl-2,7-diazabicyclo[3.3.0]octane). Reaction SMILES: [CH3:1][CH:2]1[CH2:9][CH:8]2[CH:4]([CH2:5][N:6](C(OCC)=O)[CH2:7]2)[NH:3]1>Cl>[CH3:1][CH:2]1[CH2:9][CH:8]2[CH:4]([CH2:5][NH:6][CH2:7]2)[NH:3]1. Procedure: 17 g (85.7 mmol) of ethyl 3-methyl-2,7-diazabicyclo[3.3.0]octane-7-carboxylate together with 100 ml of concentrated hydrochloric acid are refluxed overnight. The mixture is concentrated, the concentrate is taken up in 50 ml of water, and the mixture is rendered alkaline using potassium carbonate and extracted ten times using 50 ml portions of chloroform. The extracts are dried over potassium carbonate and concentrated, and the residue is distilled. The reactants are N(CCC(=O)O)C(=O)OCC1=CC=CC=C1 (Z-βAla), ON1C(CCC1=O)=O (N-hydroxysuccinimide), C1CCC(CC1)N=C=NC2CCCCC2 (DCC). The solvent is C(Cl)Cl (methylene chloride). Reaction conditions: temperature 0 celsius. Yields the product N(CCC(=O)ON1C(=O)CCC1=O)C(=O)OCC1=CC=CC=C1 (Z-βAla-OSu). Yield: 100.0%. As a reaction SMILES: [NH:1]([C:7]([O:9][CH2:10][C:11]1[CH:16]=[CH:15][CH:14]=[CH:13][CH:12]=1)=[O:8])[CH2:2][CH2:3][C:4]([OH:6])=[O:5].O[N:18]1[C:22](=[O:23])[CH2:21][CH2:20][C:19]1=[O:24].C1CCC(N=C=NC2CCCCC2)CC1>C(Cl)Cl>[NH:1]([C:7]([O:9][CH2:10][C:11]1[CH:12]=[CH:13][CH:14]=[CH:15][CH:16]=1)=[O:8])[CH2:2][CH2:3][C:4]([O:6][N:18]1[C:22](=[O:23])[CH2:21][CH2:20][C:19]1=[O:24])=[O:5]. Reported procedure: A mixture of Z-βAla 50 (37.42 g, 0.168 mol) and N-hydroxysuccinimide (19.34 g, 1 equiv) in methylene chloride (700 mL) was stirred at 0° C. and treated with DCC (34.69 g, 1 equiv). The reaction was allowed to warm to rt. After 16 h the DCU was removed by filtration and the filtrate was concentrated in vacuo to give a white foam (53.80 g, 100%). 1H-NMR (CDCl3) δ 2.86 (s and m, 6H), 3.60 (q, 2H), 5.12 (s, 2H), 5.41 (m, 1H), 7.37 (m, 5H). MS (DCl) 321 (MH)+.